Dataset: the Open Reaction Database (ORD), a public repository of structured organic reaction records. Task: describe an organic reaction: reactants, conditions, products, and yield The reactants are [N+](=O)([O-])C(CC=C)(C#N)[N+](=O)[O-] (1,1-dinitro-1-cyano-3-butene), OO (hydrogen peroxide), FC(C(=O)OC(C(F)(F)F)=O)(F)F (trifluoroacetic anhydride), P(=O)(O)([O-])[O-].[Na+].[Na+] (disodium hydrogen phosphate). Run in C(Cl)Cl (methylene chloride), O (water), C(Cl)Cl (methylene chloride). Product: peroxytrifluoracetic acid, [N+](=O)([O-])C(CC=C)(C#N)[N+](=O)[O-] (1,1-dinitro-1-cyano-3-butene), [N+](=O)([O-])C(CC1CO1)(C#N)[N+](=O)[O-] (1,1-dinitro-1-cyano-3,4-epoxybutane). The yield is 63.0%. Reaction SMILES: OO.FC(F)(F)[C:5]([O:7][C:8](=O)[C:9](F)(F)F)=O.[N+:16]([C:19]([N+:25]([O-:27])=[O:26])([C:23]#[N:24])[CH2:20][CH:21]=[CH2:22])([O-:18])=[O:17].P([O-])([O-])(O)=O.[Na+].[Na+]>O.C(Cl)Cl>[N+:16]([C:19]([N+:25]([O-:27])=[O:26])([C:23]#[N:24])[CH2:20][CH:21]=[CH2:22])([O-:18])=[O:17].[N+:16]([C:19]([N+:25]([O-:27])=[O:26])([C:23]#[N:24])[CH2:9][CH:8]1[O:7][CH2:5]1)([O-:18])=[O:17] |f:3.4.5|. Procedure: A solution of peroxytrifluoracetic acid was prepared from 1.70 ml, 0.062 moles, of 90% hydrogen peroxide, 10.5 ml, 0.074 moles, of trifluoroacetic anhydride, and 12 ml of methylene chloride. This reagent was added over a 35 minute period to a well stirred, boiling mixture of 8.2 g, 0.048 moles, of 1,1-dinitro-1-cyano-3-butene, 50 ml of methylene chloride, and 27.5 g, 0.192 moles, of disodium hydrogen phosphate. After this mild exothermic reaction had subsided, the solution was heated under reflu... Reactants: CC(C(=O)Cl)(C)C (trimethylacetyl chloride), NC=1C(=CC(=C(C(=O)OC(C)C)C1)Cl)F (1-methylethyl 5-amino-2-chloro-4-fluorobenzoate). The solvent is C(C)C(=O)C (methyl ethyl ketone). Yields the product ClC1=C(C(=O)OC(C)C)C=C(C(=C1)F)NC(C(C)(C)C)=O (1-Methylethyl 2-chloro-5-[(2,2-dimethyl-1-oxopropyl) amino]-4-fluorobenzoate). Isolated yield 79.0%. As a reaction SMILES: [CH3:1][C:2]([CH3:7])([CH3:6])[C:3](Cl)=[O:4].[NH2:8][C:9]1[C:10]([F:22])=[CH:11][C:12]([Cl:21])=[C:13]([CH:20]=1)[C:14]([O:16][CH:17]([CH3:19])[CH3:18])=[O:15]>C(C(C)=O)C>[Cl:21][C:12]1[CH:11]=[C:10]([F:22])[C:9]([NH:8][C:3](=[O:4])[C:2]([CH3:7])([CH3:6])[CH3:1])=[CH:20][C:13]=1[C:14]([O:16][CH:17]([CH3:19])[CH3:18])=[O:15]. Procedure: A solution of trimethylacetyl chloride (2.53 g, 0.021 mole) and 1-methylethyl 5-amino-2-chloro-4-fluorobenzoate (4.62 g, 0.020 mole) in methyl ethyl ketone was stirred at room temperature for 16 hours and then refluxed for 2 hours. The solvent was removed and the residue triturated with diethyl ether to give a tan solid, m.p. 81°-83° C. (5.0 g, 79% yield). Reactants: BrC(C(=O)O)C(=O)O (2-bromomalonic acid), [OH-].[Ca+2].[OH-] (calcium hydroxide), C=1C=CC2=C(C1)C(=O)OC2(C=3C=CC(=CC3)O)C=4C=CC(=CC4)O (phenolphthalein), O1CCOCCNCCOCCOCCNCC1 (1,4,10,13-tetraoxa-7,16-diazacyclooctadecane), OC(C(=O)[O-])C(=O)[O-].[Ca+2] (calcium hydroxymalonate), [OH-].[Ca+2].[OH-] (calcium hydroxide). The solvent is O (water). Run at temperature 50 celsius. The product is [Ca].C(=O)(O)C(N1CCOCCOCCN(CCOCCOCC1)C(C(=O)O)C(=O)O)C(=O)O (N,N'-bis(dicarboxymethyl)-1,4,10,13-tetraoxa-7,16-diazacyclooctadecane calcium), [Br-].[Ca+2].[Br-] (calcium bromide). As a reaction SMILES: [Br:1][CH:2]([C:6]([OH:8])=[O:7])[C:3]([OH:5])=[O:4].[OH-].[Ca+2:10].[OH-].C1C=CC2C(C3C=CC(O)=CC=3)(C3C=CC(O)=CC=3)OC(=O)C=2C=1.[O:36]1[CH2:53][CH2:52][NH:51][CH2:50][CH2:49][O:48][CH2:47][CH2:46][O:45][CH2:44][CH2:43][NH:42][CH2:41][CH2:40][O:39][CH2:38][CH2:37]1.O[CH:55]([C:59]([O-:61])=[O:60])[C:56]([O-:58])=[O:57].[Ca+2]>O>[Ca:10].[C:3]([CH:2]([C:6]([OH:8])=[O:7])[N:51]1[CH2:50][CH2:49][O:48][CH2:47][CH2:46][O:45][CH2:44][CH2:43][N:42]([CH:55]([C:59]([OH:61])=[O:60])[C:56]([OH:58])=[O:57])[CH2:41][CH2:40][O:39][CH2:38][CH2:37][O:36][CH2:53][CH2:52]1)([OH:5])=[O:4].[Br-:1].[Ca+2:10].[Br-:1] |f:1.2.3,6.7,9.10,11.12.13|. Reported procedure: After neutralizing 1.743 g (9.53 mmol) of 2-bromomalonic acid in 2.0 ml of water by adding calcium hydroxide in portions in the presence of phenolphthalein indicator, 1.000 g (3.81 mmol) of 1,4,10,13-tetraoxa-7,16-diazacyclooctadecane is added. The reaction mixture is heated at 40°, 45° and finally at 50° C. for a total of 72 hours, then the reaction mixture is heated at 60° C. for 24 hours while portionwise adding 0.85 g (11.47 mmol) of calcium hydroxide under vigorous stirring. Then, the preci... Starting materials: COCOC1=CC=C(C=C1)C(C1=C(NC2=CC=CC=C12)C(=O)N1CCN(CC1)C1=C(C=CC=C1)Cl)C1=CC=C(C=C1)OCOC (1-{3-{Bis[4-(methoxymethoxy)phenyl]methyl}indol-2-ylcarbonyl}-4-(2-chlorophenyl)piperazine). The solvent is O1CCCC1 (tetrahydrofuran), C(C)O (ethanol), Cl (hydrochloric acid). The product is OC1=CC=C(C=C1)C(C1=C(NC2=CC=CC=C12)C(=O)N1CCN(CC1)C1=C(C=CC=C1)Cl)C1=CC=C(C=C1)O (1-{3-[Bis(4-hydroxyphenyl)methyl]indol-2-ylcarbonyl}-4-(2-chlorophenyl)piperazine). Yield: 89.7%. As a reaction SMILES: COC[O:4][C:5]1[CH:10]=[CH:9][C:8]([CH:11]([C:36]2[CH:41]=[CH:40][C:39]([O:42]COC)=[CH:38][CH:37]=2)[C:12]2[C:20]3[C:15](=[CH:16][CH:17]=[CH:18][CH:19]=3)[NH:14][C:13]=2[C:21]([N:23]2[CH2:28][CH2:27][N:26]([C:29]3[CH:34]=[CH:33][CH:32]=[CH:31][C:30]=3[Cl:35])[CH2:25][CH2:24]2)=[O:22])=[CH:7][CH:6]=1>O1CCCC1.C(O)C.Cl>[OH:4][C:5]1[CH:10]=[CH:9][C:8]([CH:11]([C:36]2[CH:37]=[CH:38][C:39]([OH:42])=[CH:40][CH:41]=2)[C:12]2[C:20]3[C:15](=[CH:16][CH:17]=[CH:18][CH:19]=3)[NH:14][C:13]=2[C:21]([N:23]2[CH2:24][CH2:25][N:26]([C:29]3[CH:34]=[CH:33][CH:32]=[CH:31][C:30]=3[Cl:35])[CH2:27][CH2:28]2)=[O:22])=[CH:7][CH:6]=1. Reported procedure: Compound 1 (1.43 g, 2.28 mmol) obtained in Example 1 was dissolved in a mixed solvent of tetrahydrofuran (20 ml) and ethanol (20 ml), and 5 ml of 2N hydrochloric acid was added thereto, followed by heating under reflux for 0.5 hours. The solvent was distilled off under reduced pressure, and a saturated aqueous solution of sodium bicarbonate was added thereto followed by extraction with ethyl acetate. The resulting organic layer was washed with a saturated aqueous solution of sodium chloride and ... The reactants are CSC=1SC(=CC1C#N)C#N (2-methylthio-3,5-dicyanothiophene), CO (methanol), solution, [H-].C(C(C)C)[Al+]CC(C)C (diisobutyl aluminumhydride), Example IV ( a ), S(O)(O)(=O)=O (sulphuric acid). Run in C1(=CC=CC=C1)C (toluene), C1(=CC=CC=C1)C (toluene). Conditions: time 2 hour. Product: CSC=1SC(=CC1C=O)C=O (2-methylthio-3,5-diformylthiophene). Reaction SMILES: [CH3:1][S:2][C:3]1[S:4][C:5]([C:10]#N)=[CH:6][C:7]=1C#N.[H-].C([Al+]CC(C)C)C(C)C.[CH3:22][OH:23].S(=O)(=O)(O)[OH:25]>C1(C)C=CC=CC=1>[CH3:1][S:2][C:3]1[S:4][C:5]([CH:10]=[O:25])=[CH:6][C:7]=1[CH:22]=[O:23] |f:1.2|. Procedure: To a suspension of 7.20 g of 2-methylthio-3,5-dicyanothiophene, obtained according to Example IV (a), in 120 ml of dry toluene is added, while stirring and under a nitrogen blanket, 75 ml of a 20% solution of diisobutyl aluminumhydride in toluene. The reaction mixture is stirred for two hours, after which 12 ml of methanol is added under cooling in ice. The reaction mixture is stirred in ice plus conc. sulphuric acid till a clear solution. The toluene phase is separated and the water phase washe... Starting materials: ClC(=O)OCC(C)C (isobutyl chloroformate), [Cl-].[Na+] (sodium chloride), ClC1=CC=C(C(=O)O)C=C1 (p-chlorobenzoic acid), Cl.NC(C(=O)O)CC1C(NC2=CC=CC=C12)=O (2-amino-3-(oxindol-3-yl)propionic acid hydrochloride). The solvent is CN(C=O)C (dimethylformamide), CN(C=O)C (dimethylformamide), CN(C=O)C (dimethylformamide), C(C)N(CC)CC (triethylamine). Reaction conditions: time 30 minute. Product: ClC1=CC=C(C(=O)NC(C(=O)O)CC2C(NC3=CC=CC=C23)=O)C=C1 (2-(4-chlorobenzoylamino)-3-(oxindol-3-yl)propionic acid). The yield is 42.5%. As a reaction SMILES: [Cl:1][C:2]1[CH:10]=[CH:9][C:5]([C:6]([OH:8])=O)=[CH:4][CH:3]=1.ClC(OCC(C)C)=O.Cl.[NH2:20][CH:21]([CH2:25][CH:26]1[C:34]2[C:29](=[CH:30][CH:31]=[CH:32][CH:33]=2)[NH:28][C:27]1=[O:35])[C:22]([OH:24])=[O:23].[Cl-].[Na+]>CN(C)C=O.C(N(CC)CC)C>[Cl:1][C:2]1[CH:3]=[CH:4][C:5]([C:6]([NH:20][CH:21]([CH2:25][CH:26]2[C:34]3[C:29](=[CH:30][CH:31]=[CH:32][CH:33]=3)[NH:28][C:27]2=[O:35])[C:22]([OH:24])=[O:23])=[O:8])=[CH:9][CH:10]=1 |f:2.3,4.5|. Procedure details: To a mixture of 4.84 g of p-chlorobenzoic acid and 4 ml of triethylamine with 50 ml of dimethylformamide, was added dropwise a solution of 3.87 g of isobutyl chloroformate with 2 ml of dimethylformamide, the reaction mixture was stirred at a room temperature for 30 minutes. To the reaction mixture was added dropwise a solution of 5.72 g of 2-amino-3-(oxindol-3-yl)propionic acid hydrochloride prepared in reference example 1 with 3 ml of dimethylformamide, then the whole reaction mixture was stirr... Starting materials: N[C@@H]1CN(C[C@@H]1N1N=NC=C1)C(=O)OC(C)(C)C (cis 3-Amino-4-(1,2,3-triazol-1-yl)-1-N-(tert-butoxy-carbonyl)-pyrrolidine). Run in FC(C(=O)O)(F)F (trifluoroacetic acid). Yields the product N[C@@H]1CNC[C@@H]1N1N=NC=C1 (cis 3-Amino-4-(1,2,3-triazol-1-yl)pyrrolidine). RXN SMILES: [NH2:1][C@H:2]1[C@@H:6]([N:7]2[CH:11]=[CH:10][N:9]=[N:8]2)[CH2:5][N:4](C(OC(C)(C)C)=O)[CH2:3]1>FC(F)(F)C(O)=O>[NH2:1][C@H:2]1[C@@H:6]([N:7]2[CH:11]=[CH:10][N:9]=[N:8]2)[CH2:5][NH:4][CH2:3]1. Procedure: A solution of compound of example K (1.0 g) in trifluoroacetic acid (4 ml) was stirred at room temperature under nitrogen for 10 minutes and concentrated. The residue was dissolved in methanol and treated with basic resin (ANGA-316) and filtered. The filtrate was concentrated and purified by column chromatography over neutral alumina using methanol/CHCl3 mixture as solvent. Yield 670 mg. 1H NMR (CD3OD) δ: 2.80 (m, 1H), 3.20-3.80 (m, 5H), 5.10 (m, 1H), 7.75 (s, 1H), 8.0 (S, 1H). Starting materials: COC=1C(=C(C=O)C=CC1)[N+](=O)[O-] (3-methoxy-2-nitrobenzaldehyde), [N+](=O)([O-])C (nitromethane), [OH-] (hydroxide), [OH-].[Na+] (sodium hydroxide), [N+](=O)([O-])C (nitromethane), Cl (hydrochloric acid). The solvent is CO (methanol), CO (methanol), O (water), CO (methanol). Conditions: temperature 5 celsius, time 1 hour. Product: COC=1C(=C(C=C[N+](=O)[O-])C=CC1)[N+](=O)[O-] (3-Methoxy-2,β-dinitrostyrene). Isolated yield 71.0%. As a reaction SMILES: [CH3:1][O:2][C:3]1[C:4]([N+:11]([O-:13])=[O:12])=[C:5]([CH:8]=[CH:9][CH:10]=1)[CH:6]=O.[OH-].[OH-].[Na+].Cl.[N+:18]([CH3:21])([O-:20])=[O:19]>O.CO>[CH3:1][O:2][C:3]1[C:4]([N+:11]([O-:13])=[O:12])=[C:5]([CH:8]=[CH:9][CH:10]=1)[CH:6]=[CH:21][N+:18]([O-:20])=[O:19] |f:2.3|. Procedure details: Compound 2 was prepared according to the procedure of A. Kalir et al. [Isr. J. Chem. 5: 129-136 (1967)]. To a 100-mL round bottom flask, 6.674 g of powdered 3-methoxy-2-nitrobenzaldehyde (98%, Aldrich) (36.87 mmol), 2.1 mL of nitromethane (39 mmol), and 15.5 mL of methanol were added. This suspension was cooled to approximately 5° C., and 5.6 mL of 9.5N aqueous hydroxide (53 mmol) was added. An additional 1 mL of nitromethane, 9.5N aqueous sodium hydroxide, and methanol was added. The reaction m...